From a dataset of the Open Reaction Database (ORD), a public repository of structured organic reaction records. describe an organic reaction: reactants, conditions, products, and yield The reactants are BrC1=C(C=CC(=C1)CC(C(C1=CC=CC=C1)=O)C1=CC=CC=C1)C1=CC(N(S1(=O)=O)C(C)(C)C)=O (5-[2-Bromo-4-(3-oxo-2,3-diphenyl-propyl)-phenyl]-2-tert-butyl-1,1-dioxo-1,2-dihydro-1λ6-isothiazol-3-one). The solvent is FC(C(=O)O)(F)F (trifluoroacetic acid). Product: BrC1=C(C=CC(=C1)CC(C(C1=CC=CC=C1)=O)C1=CC=CC=C1)C1=CC(NS1(=O)=O)=O (5-[2-Bromo-4-(3-oxo-2,3-diphenyl-propyl)-phenyl]-1,1-dioxo-1,2-dihydro-1λ6-isothiazol-3-one). The yield is 64.1%. As a reaction SMILES: [Br:1][C:2]1[CH:7]=[C:6]([CH2:8][CH:9]([C:18]2[CH:23]=[CH:22][CH:21]=[CH:20][CH:19]=2)[C:10](=[O:17])[C:11]2[CH:16]=[CH:15][CH:14]=[CH:13][CH:12]=2)[CH:5]=[CH:4][C:3]=1[C:24]1[S:28](=[O:30])(=[O:29])[N:27](C(C)(C)C)[C:26](=[O:35])[CH:25]=1>FC(F)(F)C(O)=O>[Br:1][C:2]1[CH:7]=[C:6]([CH2:8][CH:9]([C:18]2[CH:23]=[CH:22][CH:21]=[CH:20][CH:19]=2)[C:10](=[O:17])[C:11]2[CH:12]=[CH:13][CH:14]=[CH:15][CH:16]=2)[CH:5]=[CH:4][C:3]=1[C:24]1[S:28](=[O:29])(=[O:30])[NH:27][C:26](=[O:35])[CH:25]=1. Procedure details: A solution of 1.36-B (12 mg, 22 μmol) in trifluoroacetic acid (2.5 mL) was heated at 150° C. in a microwave for 30 sec. The reaction mixture was concentrated to a crude residue which was purified by preparative LCMS to yield the desired product (7 mg, 65%). 1H NMR (400 MHz, CDCl3): δ 7.91 (d, J=7.2 Hz, 2H), 7.75 (d, J=8.0 Hz, 1H), 7.52–7.47 (m, 2H), 7.37 (dd, J=7.8, 7.6 Hz, 2H), 7.32–7.21 (m, 6H), 7.00 (s, 1H), 4.79 (dd, J=7.4, 7.2 Hz, 1H), 3.57 (dd, J=13.7, 7.6 Hz, 1H), 3.10 (dd, J=13.9, 6.8 Hz... The reactants are CCO, CCN(C(C)C)C(C)C, O=[N+]([O-])c1cnn(CC(F)F)c1Cl, OC1CCCNCC1. The product is O=[N+]([O-])c1cnn(CC(F)F)c1N1CCCC(O)CC1. As a reaction SMILES: [CH3:31][CH2:32][OH:33].[CH:22]([N:23]([CH2:24][CH3:25])[CH:26]([CH3:27])[CH3:28])([CH3:29])[CH3:30].[Cl:1][c:2]1[c:3]([N+:11](=[O:12])[O-:13])[cH:4][n:5][n:6]1[CH2:7][CH:8]([F:9])[F:10].[NH:14]1[CH2:15][CH2:16][CH:17]([OH:21])[CH2:18][CH2:19][CH2:20]1>>[c:2]1([N:14]2[CH2:15][CH2:16][CH:17]([OH:21])[CH2:18][CH2:19][CH2:20]2)[c:3]([N+:11](=[O:12])[O-:13])[cH:4][n:5][n:6]1[CH2:7][CH:8]([F:9])[F:10]. The reactants are ClCC(=O)NC(C(=O)O)(C)C (2-(2-chloro-acetylamino)-2-methyl propionic acid), ClC(=O)OCC (ethyl chloroformate). Solvent: CC(=O)C (acetone). Conditions: time 2 hour. Product: ClCC=1OC(C(N1)(C)C)=O (2-Chloromethyl-4,4-dimethyl-4H-oxazol-5-one). The yield is 81.7%. As a reaction SMILES: [Cl:1][CH2:2][C:3]([NH:5][C:6]([CH3:11])([CH3:10])[C:7]([OH:9])=[O:8])=O.ClC(OCC)=O>CC(C)=O>[Cl:1][CH2:2][C:3]1[O:8][C:7](=[O:9])[C:6]([CH3:11])([CH3:10])[N:5]=1. Reported procedure: To a stirring mixture of 2-(2-chloro-acetylamino)-2-methyl propionic acid (18.0 g; 0.100 mol), trichylamine (11.1 g; 0.110 mol) and 100 ml of acetone in a round bottom flask, cooled with an ice bath, was added ethyl chloroformate (10.5 ml; 0.110 mol) over a period of 10 minutes. The reaction mixture was then allowed to warm to room temperature and was stirred for 2 hours. The mixture was then filtered, and the filtrate was concentrated under vacuum. Hexane (200 ml) was added to the residue, and ... Reactants: [N+](=O)([O-])C1=CC=C2CNC=3N(C2=C1)N=C(C3C(=O)N)C3=CC=C(C=C3)OC3=CC=CC=C3 (8-nitro-2-(4-phenoxyphenyl)-4,5-dihydropyrazolo[1,5-a]quinazoline-3-carboxamide). Reagents/catalysts: [Pd] (Pd/C). Solvent: CO (CH3OH), C(Cl)Cl (DCM). Conditions: time 1 hour. Product: NC1=CC=C2CNC=3N(C2=C1)N=C(C3C(=O)N)C3=CC=C(C=C3)OC3=CC=CC=C3 (8-amino-2-(4-phenoxyphenyl)-4,5-dihydropyrazolo[1,5-a]quinazoline-3-carboxamide). Yield: 69.6%. Reaction SMILES: [N+:1]([C:4]1[CH:13]=[C:12]2[C:7]([CH2:8][NH:9][C:10]3[N:11]2[N:14]=[C:15]([C:20]2[CH:25]=[CH:24][C:23]([O:26][C:27]4[CH:32]=[CH:31][CH:30]=[CH:29][CH:28]=4)=[CH:22][CH:21]=2)[C:16]=3[C:17]([NH2:19])=[O:18])=[CH:6][CH:5]=1)([O-])=O>CO.C(Cl)Cl.[Pd]>[NH2:1][C:4]1[CH:13]=[C:12]2[C:7]([CH2:8][NH:9][C:10]3[N:11]2[N:14]=[C:15]([C:20]2[CH:25]=[CH:24][C:23]([O:26][C:27]4[CH:28]=[CH:29][CH:30]=[CH:31][CH:32]=4)=[CH:22][CH:21]=2)[C:16]=3[C:17]([NH2:19])=[O:18])=[CH:6][CH:5]=1. Procedure details: To a solution of 8-nitro-2-(4-phenoxyphenyl)-4,5-dihydropyrazolo[1,5-a]quinazoline-3-carboxamide (200 mg, 0.47 mmol) in 30 mL of CH3OH and 30 mL of DCM was added 10% w/w Pd/C (100 mg). After stirring at RT for 1 hr, the mixture was filtered. The filtrate was concentrated to afford 130 mg (70%) of crude 8-amino-2-(4-phenoxyphenyl)-4,5-dihydropyrazolo[1,5-a]quinazoline-3-carboxamide and 8-amino-2-(4-phenoxyphenyl)pyrazolo[1,5-a]quinazoline-3-carboxamide as a yellow solid. MS (ESI) m/e [M+1]+398.0,... Starting materials: CO, COC(=O)c1ccc(OC(c2cc(-c3ccc(OC)cc3)oc2C)C2CCCCC2)cc1, Cl, [Na+], C1CCOC1, [OH-], O. The product is COc1ccc(-c2cc(C(Oc3ccc(C(=O)O)cc3)C3CCCCC3)c(C)o2)cc1. Reaction SMILES: [CH3:37][OH:38].[CH:1]1([CH:7]([O:8][c:9]2[cH:10][cH:11][c:12]([C:13](=[O:14])[O:15][CH3:16])[cH:17][cH:18]2)[c:19]2[c:20]([CH3:32])[o:21][c:22](-[c:24]3[cH:25][cH:26][c:27]([O:30][CH3:31])[cH:28][cH:29]3)[cH:23]2)[CH2:2][CH2:3][CH2:4][CH2:5][CH2:6]1.[ClH:36].[Na+:34].[O:39]1[CH2:40][CH2:41][CH2:42][CH2:43]1.[OH-:33].[OH2:35]>>[CH:1]1([CH:7]([O:8][c:9]2[cH:10][cH:11][c:12]([C:13](=[O:14])[OH:15])[cH:17][cH:18]2)[c:19]2[c:20]([CH3:32])[o:21][c:22](-[c:24]3[cH:25][cH:26][c:27]([O:30][CH3:31])[cH:28][cH:29]3)[cH:23]2)[CH2:2][CH2:3][CH2:4][CH2:5][CH2:6]1. The reactants are C(C)N1C=C(C(C2=CC(=C(C=C12)N1CC(NCC1)C1=C(C2=C(S1)C=CC=C2)C)F)=O)C(=O)O (1-ethyl-6-fluoro-1,4-dihydro-7-[3-(3-methylbenzo[b]thien-2-yl)-1-piperazinyl]-4-oxo-3-quinolinecarboxylic acid), C(=O)O (formic acid). Solvent: C=O (formaldehyde). Yields the product C(C)N1C=C(C(C2=CC(=C(C=C12)N1CC(N(CC1)C)C1=C(C2=C(S1)C=CC=C2)C)F)=O)C(=O)O (1-Ethyl-6-fluoro-1,4-dihydro-7-[4-methyl-3-(3-methylbenzo[b]thien-2-yl)-1-piperazinyl]-4-oxo-3-quinolinecarboxylic acid). RXN SMILES: [CH2:1]([N:3]1[C:12]2[C:7](=[CH:8][C:9]([F:29])=[C:10]([N:13]3[CH2:18][CH2:17][NH:16][CH:15]([C:19]4[S:23][C:22]5[CH:24]=[CH:25][CH:26]=[CH:27][C:21]=5[C:20]=4[CH3:28])[CH2:14]3)[CH:11]=2)[C:6](=[O:30])[C:5]([C:31]([OH:33])=[O:32])=[CH:4]1)[CH3:2].[CH:34](O)=O>C=O>[CH2:1]([N:3]1[C:12]2[C:7](=[CH:8][C:9]([F:29])=[C:10]([N:13]3[CH2:18][CH2:17][N:16]([CH3:34])[CH:15]([C:19]4[S:23][C:22]5[CH:24]=[CH:25][CH:26]=[CH:27][C:21]=5[C:20]=4[CH3:28])[CH2:14]3)[CH:11]=2)[C:6](=[O:30])[C:5]([C:31]([OH:33])=[O:32])=[CH:4]1)[CH3:2]. Procedure: A 150 mg portion of 1-ethyl-6-fluoro-1,4-dihydro-7-[3-(3-methylbenzo[b]thien-2-yl)-1-piperazinyl]-4-oxo-3-quinolinecarboxylic acid was suspended in 0.6 ml of 37% formaldehyde and 0.75 ml of 90% formic acid was added. The mixture was heated on a steam bath for 2 hours, then cooled, evaporated and 5 ml of water added. The mixture was adjusted to pH 7 with 1N sodium hydroxide and the solid collected, washed with water and dried, giving 143 mg of the desired product, mp 253°-254° C.